This data is from the Open Reaction Database (ORD), a public repository of structured organic reaction records. The task is: describe an organic reaction: reactants, conditions, products, and yield Reactants: N(C(=N)N)C=1SC=C(N1)CSC(CN)C (2-[(guanidinothiazol-4-yl)methylthio]propylamine), COC1=NS(N=C1OC)=O (3,4-dimethoxy-1,2,5-thiadiazole 1-oxide), N(C(=N)N)C=1SC=C(N1)CSC(CNC1=NS(N=C1OC)=O)C (3-{2-[(2-guanidinothiazol-4-yl)methylthio]propylamino}-4-methoxy-1,2,5-thiadiazole 1-oxide), N (ammonia). Product: N(C(=N)N)C=1SC=C(N1)CSC(CNC1=NS(N=C1N)=O)C (3-{2-[(2-Guanidinothiazol-4-yl)methylthio]propylamino}-4-amino-1,2,5-thiadiazole 1-oxide). RXN SMILES: [NH:1]([C:5]1[S:6][CH:7]=[C:8]([CH2:10][S:11][CH:12]([CH3:15])[CH2:13][NH2:14])[N:9]=1)[C:2]([NH2:4])=[NH:3].COC1C(OC)=NS(=O)N=1.N(C1SC=C(CSC(C)C[NH:39][C:40]2[C:44](OC)=[N:43][S:42](=[O:47])[N:41]=2)N=1)C(N)=N.N>>[NH:1]([C:5]1[S:6][CH:7]=[C:8]([CH2:10][S:11][CH:12]([CH3:15])[CH2:13][NH:14][C:44]2[C:40]([NH2:39])=[N:41][S:42](=[O:47])[N:43]=2)[N:9]=1)[C:2]([NH2:4])=[NH:3]. Procedure details: When a methanolic solution of 2-[(guanidinothiazol-4-yl)methylthio]propylamine is reacted with 3,4-dimethoxy-1,2,5-thiadiazole 1-oxide [prepared in Example 4, Step A], and the resultant 3-{2-[(2-guanidinothiazol-4-yl)methylthio]propylamino}-4-methoxy-1,2,5-thiadiazole 1-oxide is treated with excess ammonia by the procedure in Example 35, the title compound is thereby produced. Reactants: CC(C)(C)[O-], Cc1nc2ccc(Cl)nn2n1, [Na+], C1CCOC1, OCCCN1CCC(OC(c2ccccc2)c2ccccc2)CC1. Product: Cc1nc2ccc(OCCCN3CCC(OC(c4ccccc4)c4ccccc4)CC3)nn2n1. As a reaction SMILES: [CH3:25][C:26]([CH3:27])([O-:28])[CH3:29].[Cl:31][c:32]1[cH:33][cH:34][c:35]2[n:36]([n:37]1)[n:38][c:39]([CH3:41])[n:40]2.[Na+:30].[O:42]1[CH2:43][CH2:44][CH2:45][CH2:46]1.[c:1]1([CH:7]([O:8][CH:9]2[CH2:10][CH2:11][N:12]([CH2:15][CH2:16][CH2:17][OH:18])[CH2:13][CH2:14]2)[c:19]2[cH:20][cH:21][cH:22][cH:23][cH:24]2)[cH:2][cH:3][cH:4][cH:5][cH:6]1>>[c:1]1([CH:7]([O:8][CH:9]2[CH2:10][CH2:11][N:12]([CH2:15][CH2:16][CH2:17][O:18][c:32]3[cH:33][cH:34][c:35]4[n:36]([n:37]3)[n:38][c:39]([CH3:41])[n:40]4)[CH2:13][CH2:14]2)[c:19]2[cH:20][cH:21][cH:22][cH:23][cH:24]2)[cH:2][cH:3][cH:4][cH:5][cH:6]1. The reactants are C=C(Cc1ccccc1)C(=O)OCC, CO, [K+], [OH-]. Yields the product C=C(Cc1ccccc1)C(=O)O. Reaction SMILES: [CH2:1]=[C:2]([C:3](=[O:4])[O:5][CH2:6][CH3:7])[CH2:8][c:9]1[cH:10][cH:11][cH:12][cH:13][cH:14]1.[CH3:17][OH:18].[K+:16].[OH-:15]>>[CH2:1]=[C:2]([C:3](=[O:4])[OH:5])[CH2:8][c:9]1[cH:10][cH:11][cH:12][cH:13][cH:14]1. The reactants are C(CCCCCCCCCCCCCCCCC(=O)O)(=O)O (1,18-octadecanedioic acid), O.C1(=CC=C(C=C1)S(=O)(=O)O)C (p-toluene sulfonic acid mono hydrate), C(C1=CC=CC=C1)O (benzyl alcohol). Run in C1(=CC=CC=C1)C (toluene). Conditions: temperature 40 celsius. Yields the product C(C1=CC=CC=C1)OC(CCCCCCCCCCCCCCCCC(=O)O)=O (1,18-octadecanedioic Acid Mono Benzyl Ester). RXN SMILES: [C:1]([OH:22])(=[O:21])[CH2:2][CH2:3][CH2:4][CH2:5][CH2:6][CH2:7][CH2:8][CH2:9][CH2:10][CH2:11][CH2:12][CH2:13][CH2:14][CH2:15][CH2:16][CH2:17][C:18]([OH:20])=[O:19].O.[C:24]1([CH3:34])[CH:29]=[CH:28][C:27](S(O)(=O)=O)=[CH:26][CH:25]=1.C(O)C1C=CC=CC=1>C1(C)C=CC=CC=1>[CH2:34]([O:19][C:18](=[O:20])[CH2:17][CH2:16][CH2:15][CH2:14][CH2:13][CH2:12][CH2:11][CH2:10][CH2:9][CH2:8][CH2:7][CH2:6][CH2:5][CH2:4][CH2:3][CH2:2][C:1]([OH:22])=[O:21])[C:24]1[CH:29]=[CH:28][CH:27]=[CH:26][CH:25]=1 |f:1.2|. Procedure details: A solution of 1,18-octadecanedioic acid (75 g, 0.24 mol), p-toluene sulfonic acid mono hydrate (2.27 g, 11.9 mmol) and benzyl alcohol (20.7 g, 0.19 mol) in toluene (2.75 L) was heated to reflux for 3 hr. Water was removed by azeotropic distillation during reflux. Celite (25 g) was added and the mixture was cooled to 40° C. and stirred for an additional hour. The mixture was purified by plug filtration through silica using toluene as mobile phase. Fractions containing 1,18-octadecanedioic acid mo... Reactants: [Na].[Na].ClC=1C=C(C=C(C1)Cl)N1C(NNC1=O)=O (4-(3,5-dichlorophenyl)-[1,2,4]triazolidine-3,5-dione disodium salt), BrC1=CC=C(C=C1)COC(CBr)CCl (1-Bromo-4-(2-bromo-1-chloromethyl-ethoxymethyl)-benzene). Solvent: CN(C)C=O (DMF). Yields the product BrC1=CC=C(C=C1)COC1CN2N(C(N(C2=O)C2=CC(=CC(=C2)Cl)Cl)=O)C1 (6-[(4-Bromophenyl)methoxy]-2-(3,5-dichlorophenyl)-dihydro-pyrazolo[1,2-α][1,2,4]triazole-1,3-dione). Isolated yield 15.0%. Reaction SMILES: [Na].[Na].[Cl:3][C:4]1[CH:5]=[C:6]([N:11]2[C:15](=[O:16])[NH:14][NH:13][C:12]2=[O:17])[CH:7]=[C:8]([Cl:10])[CH:9]=1.[Br:18][C:19]1[CH:24]=[CH:23][C:22]([CH2:25][O:26][CH:27]([CH2:30]Cl)[CH2:28]Br)=[CH:21][CH:20]=1>CN(C=O)C>[Br:18][C:19]1[CH:20]=[CH:21][C:22]([CH2:25][O:26][CH:27]2[CH2:30][N:13]3[C:12](=[O:17])[N:11]([C:6]4[CH:5]=[C:4]([Cl:3])[CH:9]=[C:8]([Cl:10])[CH:7]=4)[C:15](=[O:16])[N:14]3[CH2:28]2)=[CH:23][CH:24]=1 |f:0.1.2,^1:0,1|. Reported procedure: A mixture of 4-(3,5-dichlorophenyl)-[1,2,4]triazolidine-3,5-dione disodium salt (1.5 g, 5.17 mmol) (Preparation 4) and 1-Bromo-4-(2-bromo-1-chloromethyl-ethoxymethyl)-benzene (1.95 g, 5.69 mmol) (Preparation 1) in DMF (25 ml) was heated under reflux for 2 h 30 min. The solvent was removed under vacuum, and water was added to the resulting material. The precipitate was washed with diethyl ether and chromatographed over silica gel (CH2Cl2) to yield the above compound as a white solid (366 mg, mp=1... The reactants are BrC(C(=O)OCC)(F)F (ethyl bromo(difluoro)acetate), FC=1C=CC(=NC1)C1=CC=C(C=C1)C(C)=O (1-[4-(5-fluoropyridin-2-yl)phenyl]ethanone), solution, [I-].[I-].[Sm+2] (samarium diiodide). Run in O1CCCC1 (tetrahydrofuran), O1CCCC1 (tetrahydrofuran). Reaction conditions: time 3 minute. Yields the product FC(C(=O)OCC)(C(C)(O)C1=CC=C(C=C1)C1=NC=C(C=C1)F)F (ethyl 2,2-difluoro-3-[4-(5-fluoropyridin-2-yl)phenyl]-3-hydroxybutanoate). As a reaction SMILES: Br[C:2]([F:9])([F:8])[C:3]([O:5][CH2:6][CH3:7])=[O:4].[F:10][C:11]1[CH:12]=[CH:13][C:14]([C:17]2[CH:22]=[CH:21][C:20]([C:23](=[O:25])[CH3:24])=[CH:19][CH:18]=2)=[N:15][CH:16]=1.[I-].[I-].[Sm+2]>O1CCCC1>[F:8][C:2]([F:9])([C:23]([C:20]1[CH:19]=[CH:18][C:17]([C:14]2[CH:13]=[CH:12][C:11]([F:10])=[CH:16][N:15]=2)=[CH:22][CH:21]=1)([OH:25])[CH3:24])[C:3]([O:5][CH2:6][CH3:7])=[O:4] |f:2.3.4|. Procedure details: A solution of ethyl bromo(difluoro)acetate (0.53 mL, 4.1 mmol) and 1-[4-(5-fluoropyridin-2-yl)phenyl]ethanone (800 mg, 3.7 mmol) in tetrahydrofuran (40 mL) was added to a 0.1 M solution of samarium diiodide in tetrahydrofuran (82 mL, 8.2 mmol) at ambient temperature. After stirring at ambient temperature for 3 min, the reaction was cooled and quenched with 1N aqueous hydrochloric acid. Volatiles were removed in vacuo and the residue was partitioned between ethyl acetate and 1 N hydrochloric acid... The reactants are ClC1=C(C=NC2=CC=C(C=C12)F)C(=O)OCC (ethyl 4-chloro-6-fluoroquinolin-3-carboxylate), N(N)C1=NC=CC=N1 (2-hydrazinopyrimidine). Run in C(C)O (ethanol). Product: FC1=CC=2C=3C(=CNC2C=C1)C(N(N3)C3=NC=CC=N3)=O (8-fluoro-2-(2-pyrimidyl)-pyrazolo[4,3-c]quinolin-3(5H)-one). Reaction SMILES: Cl[C:2]1[C:11]2[C:6](=[CH:7][CH:8]=[C:9]([F:12])[CH:10]=2)[N:5]=[CH:4][C:3]=1[C:13]([O:15]CC)=O.[NH:18]([C:20]1[N:25]=[CH:24][CH:23]=[CH:22][N:21]=1)[NH2:19]>C(O)C>[F:12][C:9]1[CH:8]=[CH:7][C:6]2[NH:5][CH:4]=[C:3]3[C:13](=[O:15])[N:18]([C:20]4[N:25]=[CH:24][CH:23]=[CH:22][N:21]=4)[N:19]=[C:2]3[C:11]=2[CH:10]=1. Procedure: A solution of 2.0 of ethyl 4-chloro-6-fluoroquinolin-3-carboxylate and 0.95 g of 2-hydrazinopyrimidine in 40 ml of 95% ethanol is heated under reflux for 16 hours. The reaction mixture is filtered and the resulting solid is taken up in 20 ml of N sodium hydroxide and sufficient water to effect solution. Ammonium chloride (10.7 g) is added, the resulting precipitate is collected, washed with water and dried to yield 8-fluoro-2-(2-pyrimidyl)-pyrazolo[4,3-c]quinolin-3(5H)-one, as a hydrate, m.p. ab...